Dataset: the Open Reaction Database (ORD), a public repository of structured organic reaction records. Task: describe an organic reaction: reactants, conditions, products, and yield Reactants: CCOC(=O)c1c(O)c2cccn2n(Cc2ccccc2C(F)(F)F)c1=O, NCC(=O)[O-], [Na+]. Yields the product O=C(O)CNC(=O)c1c(O)c2cccn2n(Cc2ccccc2C(F)(F)F)c1=O. Reaction SMILES: [CH2:1]([O:2][C:4](=[O:5])[c:6]1[c:7]([OH:27])[c:8]2[n:9]([n:10]([CH2:13][c:14]3[c:15]([C:20]([F:21])([F:22])[F:23])[cH:16][cH:17][cH:18][cH:19]3)[c:11]1=[O:12])[cH:24][cH:25][cH:26]2)[CH3:3].[NH2:28][CH2:29][C:30](=[O:31])[O-:32].[Na+:33]>>[C:4](=[O:5])([c:6]1[c:7]([OH:27])[c:8]2[n:9]([n:10]([CH2:13][c:14]3[c:15]([C:20]([F:21])([F:22])[F:23])[cH:16][cH:17][cH:18][cH:19]3)[c:11]1=[O:12])[cH:24][cH:25][cH:26]2)[NH:28][CH2:29][C:30](=[O:31])[OH:32]. Starting materials: C(#C)[C@@H]1CC[C@H](CC1)C(=O)O (trans-4-ethynylcyclohexanecarboxylic acid), C(CCCC)[C@@H]1CC[C@H](CC1)O (trans-4-pentylcyclohexanol), C1(CCCCC1)N=C=NC1CCCCC1 (dicyclohexylcarbodiimide). Reagents/catalysts: CN(C1=CC=NC=C1)C (4-(dimethylamino)pyridine). Run in C(Cl)Cl (methylene chloride). Reaction conditions: time 21 hour. Product: ethyl acetate petroleum ether, C(CCCC)[C@@H]1CC[C@H](CC1)OC(=O)[C@@H]1CC[C@H](CC1)C#C (trans-4-ethynylcyclohexanecarboxylic acid trans-4-pentylcyclohexyl ester). Yield: 65.1%. Reaction SMILES: [C:1]([C@H:3]1[CH2:8][CH2:7][C@H:6]([C:9]([OH:11])=[O:10])[CH2:5][CH2:4]1)#[CH:2].[CH2:12]([C@H:17]1[CH2:22][CH2:21][C@H:20](O)[CH2:19][CH2:18]1)[CH2:13][CH2:14][CH2:15][CH3:16].C1(N=C=NC2CCCCC2)CCCCC1>CN(C)C1C=CN=CC=1.C(Cl)Cl>[CH2:12]([C@H:17]1[CH2:18][CH2:19][C@H:20]([O:10][C:9]([C@H:6]2[CH2:7][CH2:8][C@H:3]([C:1]#[CH:2])[CH2:4][CH2:5]2)=[O:11])[CH2:21][CH2:22]1)[CH2:13][CH2:14][CH2:15][CH3:16]. Procedure: A mixture of 122 mg of trans-4-ethynylcyclohexanecarboxylic acid, 145 mg of trans-4-pentylcyclohexanol, 206 mg of dicyclohexylcarbodiimide and 12.2 mg of 4-(dimethylamino)pyridine in 10 ml of methylene chloride was stirred at room temperature for 21 hours. The separated white precipitate was filtered off, the filtrate was poured into 50 ml of water and extracted three times with 50 ml of methylene chloride each time. The organic phases were washed once with 50 ml of water, twice with 30 ml of 5%...